Dataset: the Open Reaction Database (ORD), a public repository of structured organic reaction records. Task: describe an organic reaction: reactants, conditions, products, and yield The reactants are [Na+].[Na+].C(C)(C)(C)OC(=O)C(C(=O)NC1[C@@H]2N(C(=C(CS2)C(CS(=O)(=O)O)SC2=NN=NN2)C(=O)[O-])C1=O)C=1SC=CC1.C(C)(C)(C)OC(=O)C(C(=O)NC1[C@@H]2N(C(=C(CS2)C(CS(=O)(=O)O)SC2=NN=NN2)C(=O)[O-])C1=O)C=1SC=CC1 (7-(α-t-Butoxycarbonyl-2-thienylacetamido)-3-(1-sulfomethyltetrazol-5-ylthiomethyl)-3-cephem-4-carboxylic acid disodium salt), FC(C(=O)O)(F)F (trifluoroacetic acid), COC1=CC(=CC=C1)OC (m-dimethoxybenzene). The product is [Na+].[Na+].[Na+].C(=O)(O)C(C(=O)NC1[C@@H]2N(C(=C(CS2)C(CS(=O)(=O)O)SC2=NN=NN2)C(=O)[O-])C1=O)C=1SC=CC1.C(=O)(O)C(C(=O)NC1[C@@H]2N(C(=C(CS2)C(CS(=O)(=O)O)SC2=NN=NN2)C(=O)[O-])C1=O)C=1SC=CC1.C(=O)(O)C(C(=O)NC1[C@@H]2N(C(=C(CS2)C(CS(=O)(=O)O)SC2=NN=NN2)C(=O)[O-])C1=O)C=1SC=CC1 (7-(α-carboxy-2-thienylacetamido)-3-(1-sulfomethyltetrazol-5-ylthiomethyl)-3-cephem-4-carboxylic acid trisodium salt). Reaction SMILES: [Na+:1].[Na+].C([O:7][C:8]([CH:10]([C:38]1[S:39][CH:40]=[CH:41][CH:42]=1)[C:11]([NH:13][CH:14]1[C:36](=[O:37])[N:16]2[C:17]([C:33]([O-:35])=[O:34])=[C:18]([CH:21]([S:27][C:28]3[NH:32][N:31]=[N:30][N:29]=3)[CH2:22][S:23]([OH:26])(=[O:25])=[O:24])[CH2:19][S:20][C@H:15]12)=[O:12])=[O:9])(C)(C)C.C([O:47][C:48]([CH:50]([C:78]1[S:79][CH:80]=[CH:81][CH:82]=1)[C:51]([NH:53][CH:54]1[C:76](=[O:77])[N:56]2[C:57]([C:73]([O-:75])=[O:74])=[C:58]([CH:61]([S:67][C:68]3[NH:72][N:71]=[N:70][N:69]=3)[CH2:62][S:63]([OH:66])(=[O:65])=[O:64])[CH2:59][S:60][C@H:55]12)=[O:52])=[O:49])(C)(C)C.FC(F)(F)C(O)=O.COC1C=CC=C(OC)C=1>>[Na+:1].[Na+:1].[Na+:1].[C:8]([CH:10]([C:38]1[S:39][CH:40]=[CH:41][CH:42]=1)[C:11]([NH:13][CH:14]1[C:36](=[O:37])[N:16]2[C:17]([C:33]([O-:35])=[O:34])=[C:18]([CH:21]([S:27][C:28]3[NH:29][N:30]=[N:31][N:32]=3)[CH2:22][S:23]([OH:26])(=[O:25])=[O:24])[CH2:19][S:20][C@H:15]12)=[O:12])([OH:9])=[O:7].[C:48]([CH:50]([C:78]1[S:79][CH:80]=[CH:81][CH:82]=1)[C:51]([NH:53][CH:54]1[C:76](=[O:77])[N:56]2[C:57]([C:73]([O-:75])=[O:74])=[C:58]([CH:61]([S:67][C:68]3[NH:69][N:70]=[N:71][N:72]=3)[CH2:62][S:63]([OH:66])(=[O:65])=[O:64])[CH2:59][S:60][C@H:55]12)=[O:52])([OH:49])=[O:47].[C:8]([CH:10]([C:38]1[S:39][CH:40]=[CH:41][CH:42]=1)[C:11]([NH:13][CH:14]1[C:36](=[O:37])[N:16]2[C:17]([C:33]([O-:35])=[O:34])=[C:18]([CH:21]([S:27][C:28]3[NH:29][N:30]=[N:31][N:32]=3)[CH2:22][S:23]([OH:26])(=[O:25])=[O:24])[CH2:19][S:20][C@H:15]12)=[O:12])([OH:9])=[O:7] |f:0.1.2.3,6.7.8.9.10.11|. Reported procedure: 7-(α-t-Butoxycarbonyl-2-thienylacetamido)-3-(1-sulfomethyltetrazol-5-ylthiomethyl)-3-cephem-4-carboxylic acid disodium salt (1.0 g.) is stirred in a mixture of 10 ml. of trifluoroacetic acid and 10 ml. of m-dimethoxybenzene at 25° for one hour. The mixture is evaporated to dryness and the residue is triturated with ether. The precipitated product is collected by filtration and dissolved in methanol. A sodium methoxide solution is added until pH 7.0, the mixture is diluted with ether and the prod...